Dataset: the Open Reaction Database (ORD), a public repository of structured organic reaction records. Task: describe an organic reaction: reactants, conditions, products, and yield Starting materials: Example 107 ( 2 ), NC1=C(C(=C(C2=C1C(C=C(O2)C2=CC(=C(C=C2)NC(C(C)(C)C)=O)F)=O)F)C)F (5-amino-6,8-difluoro-2-(3-fluoro-4-pivaloylaminophenyl)-7-methyl-4H-1-benzopyran-4-one), ICCCCCCC (1-iodoheptane). Yields the product FC=1C(=C(C2=C(C(C=C(O2)C2=CC(=C(C=C2)NC(C(C)(C)C)=O)F)=O)C1NCCCCCCC)F)C (6,8-difluoro-2-(3-fluoro-4-pivaloylaminophenyl)-5-(1-heptylamino)-7-methyl-4H-1-benzopyran-4-one). Yield: 45.6%. Reaction SMILES: [NH2:1][C:2]1[C:7]2[C:8](=[O:26])[CH:9]=[C:10]([C:12]3[CH:17]=[CH:16][C:15]([NH:18][C:19](=[O:24])[C:20]([CH3:23])([CH3:22])[CH3:21])=[C:14]([F:25])[CH:13]=3)[O:11][C:6]=2[C:5]([F:27])=[C:4]([CH3:28])[C:3]=1[F:29].I[CH2:31][CH2:32][CH2:33][CH2:34][CH2:35][CH2:36][CH3:37]>>[F:29][C:3]1[C:4]([CH3:28])=[C:5]([F:27])[C:6]2[O:11][C:10]([C:12]3[CH:17]=[CH:16][C:15]([NH:18][C:19](=[O:24])[C:20]([CH3:23])([CH3:22])[CH3:21])=[C:14]([F:25])[CH:13]=3)=[CH:9][C:8](=[O:26])[C:7]=2[C:2]=1[NH:1][CH2:31][CH2:32][CH2:33][CH2:34][CH2:35][CH2:36][CH3:37]. Procedure details: Substantially the same manner as that in Example 107 (2) was repeated except that 650 mg (1.61 mmol) of 5-amino-6,8-difluoro-2-(3-fluoro-4-pivaloylaminophenyl)-7-methyl-4H-1-benzopyran-4-one obtained in Example 107 (1) and 0.53 mL (3.22 mol) of 1-iodoheptane were used, to give 369 mg of 6,8-difluoro-2-(3-fluoro-4-pivaloylaminophenyl)-5-(1-heptylamino)-7-methyl-4H-1-benzopyran-4-one (yield: 46%). Reactants: C(#N)CCN(CCC#N)CC1=CC=C(C=C1)CN(CCC#N)CCC#N (1,4-bis(N,N-bis(2-cyanoethyl)aminomethyl)benzene), [H][H] (hydrogen). Run in O1CCOCC1 (1,4-dioxane). The product is NCCCN(CCCN)CC1=CC=C(C=C1)CN(CCCN)CCCN (1,4-bis(N,N-bis(3-aminopropyl)aminomethyl)benzene). Yield: 96.0%. Reaction SMILES: [C:1]([CH2:3][CH2:4][N:5]([CH2:10][C:11]1[CH:16]=[CH:15][C:14]([CH2:17][N:18]([CH2:23][CH2:24][C:25]#[N:26])[CH2:19][CH2:20][C:21]#[N:22])=[CH:13][CH:12]=1)[CH2:6][CH2:7][C:8]#[N:9])#[N:2].[H][H]>O1CCOCC1>[NH2:22][CH2:21][CH2:20][CH2:19][N:18]([CH2:17][C:14]1[CH:13]=[CH:12][C:11]([CH2:10][N:5]([CH2:4][CH2:3][CH2:1][NH2:2])[CH2:6][CH2:7][CH2:8][NH2:9])=[CH:16][CH:15]=1)[CH2:23][CH2:24][CH2:25][NH2:26]. Procedure: 6.97 g of 1,4-bis(N,N-bis(2-cyanoethyl)aminomethyl)benzene, 0.70 g of Raney Co and 100 mL of 1,4-dioxane were charged in an autoclave and a hydrogenation reaction was carried out at an initial hydrogen pressure of 9.0 MPa at 180° C. for 2 hours. After the catalyst was removed by filtration, the obtained filtrate was concentrated to dryness to give 7.00 g of the title compound. Reactants: COC=1C=CC(=CC1)P2(=S)SP(=S)(S2)C=3C=CC(=CC3)OC (Lawesson's reagent), C(CCC(=O)N)(=O)OC (methyl succinamate). Run in C1(=CC=CC=C1)C (toluene). Product: NC(CCC(=O)OC)=S (Methyl 4-amino-4-thioxobutyrate). Isolated yield 42.3%. As a reaction SMILES: COC1C=CC(P2(SP(C3C=CC(OC)=CC=3)(=S)S2)=[S:10])=CC=1.[C:23]([O:30][CH3:31])(=[O:29])[CH2:24][CH2:25][C:26]([NH2:28])=O>C1(C)C=CC=CC=1>[NH2:28][C:26](=[S:10])[CH2:25][CH2:24][C:23]([O:30][CH3:31])=[O:29]. Procedure: Lawesson's reagent (2.6 g) was added to a toluene (10 ml) solution of methyl succinamate (1.7 g). The reaction mixture was heated under reflux for 4 hours, cooled, and then concentrated. The residue was purified by silica gel column chromatography (eluent: hexane/ethyl acetate=1/1) to obtain the entitled compound (400 mg) as an oily substance. Reported procedure: A solution of 37.5 g of 2,6-diamino-4-(3'-nitrophenyl)-1,4-dihydropyridine-3,5-dicarboxylic acid diethyl ester and 6.8 g of sodium ethylate in 500 ml of ethanol was treated with 15 g of methyl iodide at the boil. After a further 60 minutes under reflux, the mixture was concentrated by distillation. The residue is taken up in 300 ml of chloroform and extracted by shaking twice with 100 ml of water, and the organic phase is concentrated. Recrystallization of the residue from ethanol gave 2,6-diami... Product: C(C)OC(=O)C1(C(=NC(=C(C1C1=CC(=CC=C1)[N+](=O)[O-])C(=O)OCC)N)N)C (2,6-diamino-3-methyl-4-(3'-nitrophenyl)-3,4-dihydropyridine-3,5-dicarboxylic acid diethyl ester). The solvent is C(C)O (ethanol). The reactants are C(C)OC(=O)C1=C(NC(=C(C1C1=CC(=CC=C1)[N+](=O)[O-])C(=O)OCC)N)N (2,6-diamino-4-(3'-nitrophenyl)-1,4-dihydropyridine-3,5-dicarboxylic acid diethyl ester), CC[O-].[Na+] (sodium ethylate), CI (methyl iodide). RXN SMILES: [CH2:1]([O:3][C:4]([C:6]1[CH:11]([C:12]2[CH:17]=[CH:16][CH:15]=[C:14]([N+:18]([O-:20])=[O:19])[CH:13]=2)[C:10]([C:21]([O:23][CH2:24][CH3:25])=[O:22])=[C:9]([NH2:26])[NH:8][C:7]=1[NH2:27])=[O:5])[CH3:2].[CH3:28]C[O-].[Na+].CI>C(O)C>[CH2:24]([O:23][C:21]([C:10]1([CH3:28])[CH:11]([C:12]2[CH:17]=[CH:16][CH:15]=[C:14]([N+:18]([O-:20])=[O:19])[CH:13]=2)[C:6]([C:4]([O:3][CH2:1][CH3:2])=[O:5])=[C:7]([NH2:27])[N:8]=[C:9]1[NH2:26])=[O:22])[CH3:25] |f:1.2|. Starting materials: C(N)(O)=O.NC1=NNC2=CC=CC=C12 (aminoindazole carbamate), C1CC(=O)N(C1=O)OC(=O)ON2C(=O)CCC2=O (N,N′-disuccinimidyl carbonate), N1=CC=CC=C1 (Pyridine). The solvent is C(C)#N (acetonitrile). Reaction conditions: temperature 40 celsius, time 15 hour. The product is COC(=O)N1N=CC2=C(C=CC=C12)NC(=O)ON1C(CCC1=O)=O (4-(2,5-dioxo-pyrrolidin-1-yloxycarbonylamino)-indazole-1-carboxylic acid methyl ester). Yield: 94.4%. Reaction SMILES: [C:1](=[O:4])([OH:3])[NH2:2].N[C:6]1[C:14]2[C:9](=[CH:10][CH:11]=[CH:12][CH:13]=2)[NH:8][N:7]=1.[CH2:15]1[C:20](=[O:21])[N:19]([O:22][C:23](ON2C(=O)CCC2=O)=[O:24])[C:17](=[O:18])[CH2:16]1.N1C=CC=C[CH:34]=1>C(#N)C>[CH3:34][O:4][C:1]([N:2]1[C:13]2[C:14](=[C:9]([NH:8][C:23]([O:22][N:19]3[C:20](=[O:21])[CH2:15][CH2:16][C:17]3=[O:18])=[O:24])[CH:10]=[CH:11][CH:12]=2)[CH:6]=[N:7]1)=[O:3] |f:0.1|. Procedure: To a 3-necked 2-L flask fitted with a mechanical stirrer and a nitrogen inlet were charged the aminoindazole carbamate (94.5 g, 1.0 equiv.), N,N′-disuccinimidyl carbonate (113.8 g, 1.07 eq), and dry acetonitrile (950 mL, KF=0.06%). Pyridine (32.8 g, 1.0 eq) was added to the mixture and it was heated to 40° C. and stirred for 15 h during which time a solid precipitated. The solid was filtered, washed with fresh dry acetonitrile (3×100 mL), and dried in a vacuum oven at 40° C. to afford 130.1 g (9... Starting materials: FC1=CC=C(CC2CCC(C2=C)(C)C)C=C1 (5-(4-fluorobenzyl)-2,2-dimethyl-1-methylenecyclopentane), ClC1=CC(=CC=C1)C(=O)OO (m-chloroperbenzoic acid), [OH-].[Ca+2].[OH-] (calcium hydroxide). Run in C(Cl)(Cl)Cl (chloroform). Conditions: time 2 hour. The product is FC1=CC=C(CC2CCC(C23CO3)(C)C)C=C1 (7-(4-fluorobenzyl)-4,4-dimethyl-1-oxaspiro[2.4]heptane). As a reaction SMILES: [F:1][C:2]1[CH:16]=[CH:15][C:5]([CH2:6][CH:7]2[C:11](=[CH2:12])[C:10]([CH3:14])([CH3:13])[CH2:9][CH2:8]2)=[CH:4][CH:3]=1.ClC1C=CC=C(C(OO)=[O:25])C=1.[OH-].[Ca+2].[OH-]>C(Cl)(Cl)Cl>[F:1][C:2]1[CH:16]=[CH:15][C:5]([CH2:6][CH:7]2[C:11]3([O:25][CH2:12]3)[C:10]([CH3:13])([CH3:14])[CH2:9][CH2:8]2)=[CH:4][CH:3]=1 |f:2.3.4|. Procedure details: Into 170 ml of chloroform, 17 g of 5-(4-fluorobenzyl)-2,2-dimethyl-1-methylenecyclopentane (the compound No. 124 shown in Table 3) were dissolved, and then, 27.1 g of m-chloroperbenzoic acid were added to the mixture within 10 min, and the thus obtained mixture was stirred for 2 hours at room temperature. In the next place, 25.4 g of calcium hydroxide were added to the mixture within 10 min, and the mixture was stirred for 30 min at room temperature.